From a dataset of the Open Reaction Database (ORD), a public repository of structured organic reaction records. describe an organic reaction: reactants, conditions, products, and yield The reactants are CC(=O)n1nc(-c2ccc(F)cc2)c2cc(C(=O)O)ccc21, ClCCl, O=C(Cl)C(=O)Cl, CN(C)C=O. Yields the product CC(=O)n1nc(-c2ccc(F)cc2)c2cc(C(=O)Cl)ccc21. As a reaction SMILES: [C:1]([CH3:2])(=[O:3])[n:4]1[n:5][c:6](-[c:16]2[cH:17][cH:18][c:19]([F:22])[cH:20][cH:21]2)[c:7]2[cH:8][c:9]([C:13](=[O:14])[OH:15])[cH:10][cH:11][c:12]12.[Cl:23][CH2:24][Cl:25].[Cl:26][C:27]([C:28]([Cl:29])=[O:30])=[O:31].[O:32]=[CH:33][N:34]([CH3:35])[CH3:36]>>[C:1]([CH3:2])(=[O:3])[n:4]1[n:5][c:6](-[c:16]2[cH:17][cH:18][c:19]([F:22])[cH:20][cH:21]2)[c:7]2[cH:8][c:9]([C:13](=[O:14])[Cl:23])[cH:10][cH:11][c:12]12. Starting materials: ice water, C(C)(=O)OCC (ethyl acetate), C1(CCCC1)OC1=C(C=C(C=C1NC(C(F)(F)F)=O)CCC(=O)OC)C1=CC2=CC=CC=C2C=C1 (methyl 3-{4-cyclopentyloxy-3-(naphthalen-2-yl)-5-[N-(2,2,2-trifluoroacetyl)amino]phenyl}propionate), [H-].[Na+] (sodium hydride), CI (methyl iodide). Run in CN(C)C=O (DMF). Run at time 20 minute. The product is C1(CCCC1)OC1=C(C=C(C=C1C1=CC2=CC=CC=C2C=C1)CCC(=O)OC)N(C(C(F)(F)F)=O)C (methyl 3-{4-cyclopentyloxy-3-[N-methyl-N-(2,2,2-trifluoroacetyl)amino]-5-(naphthalen-2-yl)phenyl}propionate). RXN SMILES: [CH:1]1([O:6][C:7]2[C:12]([NH:13][C:14](=[O:19])[C:15]([F:18])([F:17])[F:16])=[CH:11][C:10]([CH2:20][CH2:21][C:22]([O:24][CH3:25])=[O:23])=[CH:9][C:8]=2[C:26]2[CH:35]=[CH:34][C:33]3[C:28](=[CH:29][CH:30]=[CH:31][CH:32]=3)[CH:27]=2)[CH2:5][CH2:4][CH2:3][CH2:2]1.[H-].[Na+].CI.[C:40](OCC)(=O)C>CN(C=O)C>[CH:1]1([O:6][C:7]2[C:8]([C:26]3[CH:35]=[CH:34][C:33]4[C:28](=[CH:29][CH:30]=[CH:31][CH:32]=4)[CH:27]=3)=[CH:9][C:10]([CH2:20][CH2:21][C:22]([O:24][CH3:25])=[O:23])=[CH:11][C:12]=2[N:13]([CH3:40])[C:14](=[O:19])[C:15]([F:17])([F:16])[F:18])[CH2:5][CH2:4][CH2:3][CH2:2]1 |f:1.2|. Procedure: A solution of Intermediate 54 (208 mg) in DMF (5 ml) was added with 60% sodium hydride (21 mg) under ice cooling, and stirred for 20 minutes. This reaction mixture was added dropwise with methyl iodide (150 μl), stirred for 10 minutes, then warmed to room temperature, and further stirred for 1 hour. The reaction mixture was poured into ice water, and ethyl acetate (100 ml) was added for extraction. The organic layer was successively washed with saturated aqueous sodium hydrogencarbonate, saturat...